Dataset: the Open Reaction Database (ORD), a public repository of structured organic reaction records. Task: describe an organic reaction: reactants, conditions, products, and yield Reactants: CO, C[O-], CI, [Na+], O, N#CC(Sc1nc2ccccc2s1)c1cccc(Oc2ccccc2)c1. Product: CC(C#N)(Sc1nc2ccccc2s1)c1cccc(Oc2ccccc2)c1. RXN SMILES: [CH3:1][OH:2].[CH3:29][O-:30].[CH3:32][I:33].[Na+:31].[OH2:34].[s:3]1[c:4]([S:12][CH:13]([C:14]#[N:15])[c:16]2[cH:17][c:18]([O:22][c:23]3[cH:24][cH:25][cH:26][cH:27][cH:28]3)[cH:19][cH:20][cH:21]2)[n:5][c:6]2[c:7]1[cH:8][cH:9][cH:10][cH:11]2>>[CH3:1][C:13]([S:12][c:4]1[s:3][c:7]2[c:6]([n:5]1)[cH:11][cH:10][cH:9][cH:8]2)([C:14]#[N:15])[c:16]1[cH:17][c:18]([O:22][c:23]2[cH:24][cH:25][cH:26][cH:27][cH:28]2)[cH:19][cH:20][cH:21]1. Reactants: C(C)(C)(C)OC(=O)N1CC(CC1)(CC1CCOCC1)C(O)C1=CC2=C(S1)C(=CC=C2)F (3-[(7-fluoro-benzo[b]thiophen-2-yl)-hydroxy-methyl]-3-(tetrahydro-pyran-4-ylmethyl)-pyrrolidine-1-carboxylic acid tert-butyl ester). Reported procedure: 3-(7-Fluoro-benzo[b]thiophene-2-carbonyl)-3-(tetrahydro-pyran-4-ylmethyl)-pyrrolidine-1-carboxylic acid tert-butyl ester was prepared from 3-[(7-fluoro-benzo[b]thiophen-2-yl)-hydroxy-methyl]-3-(tetrahydro-pyran-4-ylmethyl)-pyrrolidine-1-carboxylic acid tert-butyl ester by oxidation with MnO2 using the procedure of step 3 of Example 18. The reagents and catalysts are O=[Mn]=O (MnO2). Yields the product C(C)(C)(C)OC(=O)N1CC(CC1)(CC1CCOCC1)C(=O)C1=CC2=C(S1)C(=CC=C2)F (3-(7-Fluoro-benzo[b]thiophene-2-carbonyl)-3-(tetrahydro-pyran-4-ylmethyl)-pyrrolidine-1-carboxylic acid tert-butyl ester). Reaction SMILES: [C:1]([O:5][C:6]([N:8]1[CH2:12][CH2:11][C:10]([CH:20]([C:22]2[S:26][C:25]3[C:27]([F:31])=[CH:28][CH:29]=[CH:30][C:24]=3[CH:23]=2)[OH:21])([CH2:13][CH:14]2[CH2:19][CH2:18][O:17][CH2:16][CH2:15]2)[CH2:9]1)=[O:7])([CH3:4])([CH3:3])[CH3:2]>O=[Mn]=O>[C:1]([O:5][C:6]([N:8]1[CH2:12][CH2:11][C:10]([C:20]([C:22]2[S:26][C:25]3[C:27]([F:31])=[CH:28][CH:29]=[CH:30][C:24]=3[CH:23]=2)=[O:21])([CH2:13][CH:14]2[CH2:19][CH2:18][O:17][CH2:16][CH2:15]2)[CH2:9]1)=[O:7])([CH3:4])([CH3:2])[CH3:3]. Starting materials: COC1=CC=C(C=C1)C#C (p-methoxyphenylacetylene), IC1=CC=C(C=C1)C#C[Si](C)(C)C (4-iodophenyltrimethylsilylacetylene). Reagents/catalysts: [Cu]I (CuI), Cl[Pd]([P](C1=CC=CC=C1)(C2=CC=CC=C2)C3=CC=CC=C3)([P](C4=CC=CC=C4)(C5=CC=CC=C5)C6=CC=CC=C6)Cl (bis(triphenylphosphine)palladium(II) dichloride). The solvent is C1CCOC1 (THF), C(C)N(CC)CC (triethylamine). Run at time 3 day. The product is C[Si](C)(C)C#CC1=CC=C(C=C1)C#CC1=CC=C(C=C1)OC (1-(trimethylsilylethynyl)-4-(p-methoxyphenylethynyl)benzene). Yield: 98.5%. As a reaction SMILES: [CH3:1][O:2][C:3]1[CH:8]=[CH:7][C:6]([C:9]#[CH:10])=[CH:5][CH:4]=1.I[C:12]1[CH:17]=[CH:16][C:15]([C:18]#[C:19][Si:20]([CH3:23])([CH3:22])[CH3:21])=[CH:14][CH:13]=1>C1COCC1.C(N(CC)CC)C.[Cu]I.Cl[Pd](Cl)([P](C1C=CC=CC=1)(C1C=CC=CC=1)C1C=CC=CC=1)[P](C1C=CC=CC=1)(C1C=CC=CC=1)C1C=CC=CC=1>[CH3:21][Si:20]([C:19]#[C:18][C:15]1[CH:16]=[CH:17][C:12]([C:10]#[C:9][C:6]2[CH:7]=[CH:8][C:3]([O:2][CH3:1])=[CH:4][CH:5]=2)=[CH:13][CH:14]=1)([CH3:22])[CH3:23] |^1:40,59|. Reported procedure: Into a 50 ml round bottom flask was placed a mixture of 0.72 g (0.0054 mole) of p-methoxyphenylacetylene, 1.51 g (0.005 mole) of 4-iodophenyltrimethylsilylacetylene, 0.0102 g (0.0053 mmole) of CuI, 0.102 g (0.146 mmole) of bis(triphenylphosphine)palladium(II) dichloride in 10 ml of THF and 10 ml of triethylamine. The light orange brown mixture was stirred at room temperature under nitrogen for 3 days. The reaction mixture was then filtered and the filtrate concentrated under reduced pressure. Th...